This data is from the Open Reaction Database (ORD), a public repository of structured organic reaction records. The task is: describe an organic reaction: reactants, conditions, products, and yield Reactants: C1COCCO1, N#CCC(C1CC1)n1cc(-c2ccnc(Cl)n2)cn1, Nc1ccc(C(=O)O)cc1, Cc1ccc(S(=O)(=O)O)cc1. Yields the product N#CCC(C1CC1)n1cc(-c2ccnc(Nc3ccc(C(=O)O)cc3)n2)cn1. As a reaction SMILES: [CH2:41]1[O:42][CH2:43][CH2:44][O:45][CH2:46]1.[Cl:1][c:2]1[n:3][cH:4][cH:5][c:6](-[c:8]2[cH:9][n:10][n:11]([CH:13]([CH2:14][C:15]#[N:16])[CH:17]3[CH2:18][CH2:19]3)[cH:12]2)[n:7]1.[NH2:20][c:21]1[cH:22][cH:23][c:24]([C:25](=[O:26])[OH:27])[cH:28][cH:29]1.[c:30]1([CH3:31])[cH:32][cH:33][c:34]([S:35]([OH:36])(=[O:37])=[O:38])[cH:39][cH:40]1>>[c:2]1([NH:20][c:21]2[cH:22][cH:23][c:24]([C:25](=[O:26])[OH:27])[cH:28][cH:29]2)[n:3][cH:4][cH:5][c:6](-[c:8]2[cH:9][n:10][n:11]([CH:13]([CH2:14][C:15]#[N:16])[CH:17]3[CH2:18][CH2:19]3)[cH:12]2)[n:7]1. Starting materials: 4A, C(C)(=O)O[BH-](OC(C)=O)OC(C)=O.[Na+] (sodium triacetoxyborohydride), ClC=1C=C(N)C=CC1Cl (3,4-Dichloroaniline), C(C)(=O)O[BH-](OC(C)=O)OC(C)=O.[Na+] (sodium triacetoxyborohydride), C(C)(=O)O (acetic acid), C(C)(C)(C)OC(=O)N1CCC2(CC1)CCC(CC2)=O (9-oxo-3-aza-spiro[5.5]undecane-3-carboxylic acid tert-butyl ester), 4A. Solvent: ClCCCl (1,2-dichloroethane). Product: ethyl acetale heptane, C(C)(C)(C)OC(=O)N1CCC2(CC1)CCC(CC2)NC2=CC(=C(C=C2)Cl)Cl (9-(3,4-dichloro-phenylamino)-3-aza-spiro[5.5]undecane-3-carboxylic acid tert-butyl ester). Isolated yield 29.7%. RXN SMILES: [Cl:1][C:2]1[CH:3]=[C:4]([CH:6]=[CH:7][C:8]=1[Cl:9])[NH2:5].C(O[BH-](OC(=O)C)OC(=O)C)(=O)C.[Na+].C(O)(=O)C.[C:28]([O:32][C:33]([N:35]1[CH2:40][CH2:39][C:38]2([CH2:45][CH2:44][C:43](=O)[CH2:42][CH2:41]2)[CH2:37][CH2:36]1)=[O:34])([CH3:31])([CH3:30])[CH3:29]>ClCCCl>[C:28]([O:32][C:33]([N:35]1[CH2:40][CH2:39][C:38]2([CH2:45][CH2:44][CH:43]([NH:5][C:4]3[CH:6]=[CH:7][C:8]([Cl:9])=[C:2]([Cl:1])[CH:3]=3)[CH2:42][CH2:41]2)[CH2:37][CH2:36]1)=[O:34])([CH3:31])([CH3:29])[CH3:30] |f:1.2|. Procedure: 3,4-Dichloroaniline (364 mg, 2.2 mmol), sodium triacetoxyborohydride (889 mg, 4.20 mmol) and acetic acid (0.24 mL, 4.20 mmol) were added to a solution of 9-oxo-3-aza-spiro[5.5]undecane-3-carboxylic acid tert-butyl ester (561 mg, 2.10 mmol) in 1,2-dichloroethane (30 mL) with crunched 4A mol sieves (10 g). The mixture was stirred a room temperature over night. Additional 4A mol sieves (12 g) and sodium triacetoxyborohydride (445 mg) was added and the mixture was stirred over night. The reaction wa... The reactants are [BH4-], CC(C)(C)c1ccc(C=O)cc1, CO, Cl, NCCc1cccc(F)c1, [Na+]. The product is CC(C)(C)c1ccc(CNCCc2cccc(F)c2)cc1. Reaction SMILES: [BH4-:23].[C:1]([CH3:2])([CH3:3])([CH3:4])[c:5]1[cH:6][cH:7][c:8]([CH:9]=[O:10])[cH:11][cH:12]1.[CH3:26][OH:27].[ClH:25].[F:13][c:14]1[cH:15][c:16]([CH2:20][CH2:21][NH2:22])[cH:17][cH:18][cH:19]1.[Na+:24]>>[C:1]([CH3:2])([CH3:3])([CH3:4])[c:5]1[cH:6][cH:7][c:8]([CH2:9][NH:22][CH2:21][CH2:20][c:16]2[cH:15][c:14]([F:13])[cH:19][cH:18][cH:17]2)[cH:11][cH:12]1. The reactants are ClC1=CC=C(C=C1)C1(OCCO1)C=1C=C(C(=NC1)NC)C(=O)C1=CC(=CC=C1)OC ((5-(2-(4-chlorophenyl)-1,3-dioxolan-2-yl)-2-(methylamino)pyridin-3-yl)(3-methoxyphenyl)methanone), C(C)(C)NC(C)C (diisopropylamine), [Li]CCCC (BuLi), [Li+].CC(C)[N-]C(C)C (LDA), C(C)(C)(C)OC(=O)C (tBuOAc). Solvent: C1CCOC1 (THF). Reaction conditions: time 30 minute. The product is ClC1=CC=C(C=C1)C1(OCCO1)C=1C=C2C(=CC(N(C2=NC1)C)=O)C1=CC(=CC=C1)OC (6-(2-(4-chlorophenyl)-1,3-dioxolan-2-yl)-4-(3-methoxyphenyl)-1-methyl-1,8-naphthyridin-2(1H)-one). Isolated yield 56.6%. Reaction SMILES: C(NC(C)C)(C)C.[Li]CCCC.[Li+].CC([N-]C(C)C)C.[C:21]([O:25]C(C)=O)(C)(C)[CH3:22].[Cl:29][C:30]1[CH:35]=[CH:34][C:33]([C:36]2([C:41]3[CH:42]=[C:43]([C:49]([C:51]4[CH:56]=[CH:55][CH:54]=[C:53]([O:57][CH3:58])[CH:52]=4)=O)[C:44]([NH:47][CH3:48])=[N:45][CH:46]=3)[O:40][CH2:39][CH2:38][O:37]2)=[CH:32][CH:31]=1>C1COCC1>[Cl:29][C:30]1[CH:35]=[CH:34][C:33]([C:36]2([C:41]3[CH:42]=[C:43]4[C:44](=[N:45][CH:46]=3)[N:47]([CH3:48])[C:21](=[O:25])[CH:22]=[C:49]4[C:51]3[CH:56]=[CH:55][CH:54]=[C:53]([O:57][CH3:58])[CH:52]=3)[O:40][CH2:39][CH2:38][O:37]2)=[CH:32][CH:31]=1 |f:2.3|. Procedure details: To a solution of diisopropylamine (1.32 mL, 9.43 mmol) in THF, a solution of BuLi (7.86 mL, 7.08 mmol, 0.9 M solution in hexane) was added at −20° C. and the resulting mixture was stirred for 30 min. To this solution of LDA, tBuOAc (0.95 mL, 7.08 mmol) was added at −78° C. The mixture was stirred for 30 min and a solution compound G (500 mg, 1.18 mmol) was added to it. The reaction mixture was allowed to warm to RT and stirred overnight. The reaction mixture was quenched with saturated ammonium ... Reactants: C1CCOC1, CO, ClCCl, O=[N+]([O-])c1ccc2c(ccn2CCN2CCCC2)c1, N. Product: Nc1ccc2c(ccn2CCN2CCCC2)c1. As a reaction SMILES: [CH2:26]1[O:27][CH2:28][CH2:29][CH2:30]1.[CH3:2][OH:3].[Cl:4][CH2:5][Cl:6].[N+:7]([O-:8])(=[O:9])[c:10]1[cH:11][c:12]2[cH:13][cH:14][n:15]([CH2:19][CH2:20][N:21]3[CH2:22][CH2:23][CH2:24][CH2:25]3)[c:16]2[cH:17][cH:18]1.[NH3:1]>>[NH2:7][c:10]1[cH:11][c:12]2[cH:13][cH:14][n:15]([CH2:19][CH2:20][N:21]3[CH2:22][CH2:23][CH2:24][CH2:25]3)[c:16]2[cH:17][cH:18]1. Starting materials: CN(C=CC(=O)C1=CC=CC=C1)C (3-(dimethylamino)acrylophenone), C(O)(O)=O.NC(=N)N (guanidine carbonate), C[O-].[Na+] (sodium methylate). The solvent is CO (methanol). Product: NC1=NC=CC(=N1)C1=CC=CC=C1 (2-amino-4-phenylpyrimidine). Isolated yield 82.0%. Reaction SMILES: CN(C)[CH:3]=[CH:4][C:5]([C:7]1[CH:12]=[CH:11][CH:10]=[CH:9][CH:8]=1)=O.C(=O)(O)O.[NH2:18][C:19]([NH2:21])=[NH:20].C[O-].[Na+]>CO>[NH2:20][C:19]1[N:21]=[C:5]([C:7]2[CH:12]=[CH:11][CH:10]=[CH:9][CH:8]=2)[CH:4]=[CH:3][N:18]=1 |f:1.2,3.4|. Procedure: To a stirred solution of 3.0 g (17.1 mmol) 3-(dimethylamino)acrylophenone and 10.2 g (56.5 mmol) guanidine carbonate in 50 ml methanol was added 21.2 ml (114 mmol) sodium methylate (5.4M in methanol) and the mixture heated at reflux for 3 hours. The reaction mixture was then concentrated in vacuo. On addition of 50 ml water, a precipitate appeared which was collected by filtration and washed sequentially with water and ether to afford 2.4 g (82%) 2-amino-4-phenylpyrimidine as a crystalline solid...